From a dataset of the Open Reaction Database (ORD), a public repository of structured organic reaction records. describe an organic reaction: reactants, conditions, products, and yield The reactants are CC(C)(C)CC(C)(C)C1=CC=C(C=C1)OCCO (octylphenoxy polyethoxy ethanol). Solvent: O (water). Yields the product CCCCCCCCCC1=CC=C(C=C1)OCCO (nonylphenoxy polyethoxy ethanol). Reaction SMILES: C[C:2]([CH2:5][C:6]([C:9]1[CH:14]=[CH:13][C:12]([O:15][CH2:16][CH2:17][OH:18])=[CH:11][CH:10]=1)(C)C)([CH3:4])C>O>[CH3:4][CH2:2][CH2:5][CH2:6][CH2:9][CH2:4][CH2:2][CH2:5][CH2:6][C:9]1[CH:10]=[CH:11][C:12]([O:15][CH2:16][CH2:17][OH:18])=[CH:13][CH:14]=1. Reported procedure: TRITON X-102 (an octylphenoxy polyethoxy ethanol, HLB 14.6, available commercially from Union Carbide) in 9:1 water-emulsifier ratio did not invert the emulsion; TRITON N-101 (an nonylphenoxy polyethoxy ethanol, HLB 13.4, Union Carbide) gave similar results; TRITON X-405 (HLB 17.9) and TRITON X-305 (HLB 17.3) gave separation into two layers. Optical microscopy showed there was no flocculation with TRITON X-102 OR TRITON N-101, slight flocculation with TRITON X-405, and much more flocculation wit... The solvent is CCOC(=O)C (EtOAc). Reaction SMILES: [CH2:1]([O:5][C:6]([C:8]1[N:9]=[C:10]([C:26]2[CH:31]=[CH:30][C:29]([CH3:32])=[CH:28][CH:27]=2)[C:11]2[C:16]([C:17]=1[O:18]CC1C=CC=CC=1)=[CH:15][CH:14]=[CH:13][CH:12]=2)=[O:7])[CH2:2][CH2:3][CH3:4]>CCOC(C)=O>[CH2:1]([O:5][C:6]([C:8]1[N:9]=[C:10]([C:26]2[CH:31]=[CH:30][C:29]([CH3:32])=[CH:28][CH:27]=2)[C:11]2[C:16]([C:17]=1[OH:18])=[CH:15][CH:14]=[CH:13][CH:12]=2)=[O:7])[CH2:2][CH2:3][CH3:4]. The product is C(CCC)OC(=O)C=1N=C(C2=CC=CC=C2C1O)C1=CC=C(C=C1)C (4-Hydroxy-1-p-tolyl-isoquinoline-3-carboxylic acid butyl ester). Reported procedure: Synthesized from (4-benzyloxy-1-p-tolyl-isoquinoline-3-carboxylic acid butyl ester in analogy to Example D-78 d) (EtOAc was used as the solvent); MS-(+)-ion: M+1=336.2. The reactants are C(CCC)OC(=O)C=1N=C(C2=CC=CC=C2C1OCC1=CC=CC=C1)C1=CC=C(C=C1)C (4-benzyloxy-1-p-tolyl-isoquinoline-3-carboxylic acid butyl ester). Yields the product CC(=O)C=Cc1ccc(F)cc1Br. Reactants: O=Cc1ccc(F)cc1Br, CC(C)=O, Cl, [Na+], [OH-], O. Reaction SMILES: [Br:1][c:2]1[c:3]([CH:4]=[O:5])[cH:6][cH:7][c:8]([F:10])[cH:9]1.[CH3:11][C:12]([CH3:13])=[O:14].[ClH:17].[Na+:16].[OH-:15].[OH2:18]>>[Br:1][c:2]1[c:3]([CH:4]=[CH:11][C:12]([CH3:13])=[O:14])[cH:6][cH:7][c:8]([F:10])[cH:9]1. Product: [Cl-].FC=1C=C(C=CC1)N(C(=O)O[C@H]1C[N+]2(CCC1CC2)CC(C=2SC=CC2)=O)CC2=CC(=C(C(=C2)F)F)F ((3R)-3-[(3-fluorophenyl)-(3,4,5-trifluorobenzyl)carbamoyloxy]-1-(2-oxo-2-thiophen-2-yl-ethyl)-1-azoniabicyclo[2.2.2]octane chloride). Procedure details: Analogously (3R)-3-[(3-fluorophenyl)-(3,4,5-trifluorobenzyl)carbamoyloxy]-1-(2-oxo-2-thiophen-2-yl-ethyl)-1-azoniabicyclo[2.2.2]octane chloride [Compound 7] was prepared starting from the free base of (3R)-(3-fluorophenyl)-(3,4,5-trifluorobenzyl)carbamic acid 1-aza-bicyclo[2.2.2]oct-3-yl ester by reaction with 2-chloro-1-thiophen-2-yl-ethanone. RXN SMILES: [N:1]12[CH2:8][CH2:7][CH:4]([CH2:5][CH2:6]1)[C@@H:3]([O:9][C:10](=[O:29])[N:11]([C:22]1[CH:27]=[CH:26][CH:25]=[C:24]([F:28])[CH:23]=1)[CH2:12][C:13]1[CH:18]=[C:17]([F:19])[C:16]([F:20])=[C:15]([F:21])[CH:14]=1)[CH2:2]2.[Cl:30][CH2:31][C:32]([C:34]1[S:35][CH:36]=[CH:37][CH:38]=1)=[O:33]>>[Cl-:30].[F:28][C:24]1[CH:23]=[C:22]([N:11]([CH2:12][C:13]2[CH:18]=[C:17]([F:19])[C:16]([F:20])=[C:15]([F:21])[CH:14]=2)[C:10]([O:9][C@@H:3]2[CH:4]3[CH2:5][CH2:6][N+:1]([CH2:31][C:32](=[O:33])[C:34]4[S:35][CH:36]=[CH:37][CH:38]=4)([CH2:8][CH2:7]3)[CH2:2]2)=[O:29])[CH:27]=[CH:26][CH:25]=1 |f:2.3|. Reactants: N12C[C@@H](C(CC1)CC2)OC(N(CC2=CC(=C(C(=C2)F)F)F)C2=CC(=CC=C2)F)=O ((3R)-(3-fluorophenyl)-(3,4,5-trifluorobenzyl)carbamic acid 1-aza-bicyclo[2.2.2]oct-3-yl ester), ClCC(=O)C=1SC=CC1 (2-chloro-1-thiophen-2-yl-ethanone). Reactants: C1(CCCC1)OC=1C=C(C=CC1OC)C1(CC(CCC1)=O)C#C ((±)-3-(3-cyclopentyloxy-4-methoxyphenyl)-3-ethynyl-cyclohexan-1one), IC=1C=C(C#N)C=CC1 (3-iodobenzonitrile), C1(=CC=CC=C1)P(C1=CC=CC=C1)C1=CC=CC=C1 (triphenylphosphine). Reagents/catalysts: C=1C=CC(=CC1)[P](C=2C=CC=CC2)(C=3C=CC=CC3)[Pd]([P](C=4C=CC=CC4)(C=5C=CC=CC5)C=6C=CC=CC6)([P](C=7C=CC=CC7)(C=8C=CC=CC8)C=9C=CC=CC9)[P](C=1C=CC=CC1)(C=1C=CC=CC1)C=1C=CC=CC1 (tetrakis(triphenylphosphine)palladium(0)), [Cu]I (copper(I) iodide). The solvent is C(C)N(CC)CC (triethylamine). Conditions: temperature 80 celsius. The product is C1(CCCC1)OC=1C=C(C=CC1OC)C1(CC(CCC1)=O)C#CC1=CC(=CC=C1)C#N (3-(3-cyclopentyloxy-4-methoxyphenyl)-3-(3-cyanophenylethynyl)cyclohexan-1-one). Isolated yield 72.5%. As a reaction SMILES: [CH:1]1([O:6][C:7]2[CH:8]=[C:9]([C:15]3([C:22]#[CH:23])[CH2:20][CH2:19][CH2:18][C:17](=[O:21])[CH2:16]3)[CH:10]=[CH:11][C:12]=2[O:13][CH3:14])[CH2:5][CH2:4][CH2:3][CH2:2]1.I[C:25]1[CH:26]=[C:27]([CH:30]=[CH:31][CH:32]=1)[C:28]#[N:29].C1(P(C2C=CC=CC=2)C2C=CC=CC=2)C=CC=CC=1>C(N(CC)CC)C.C1C=CC([P]([Pd]([P](C2C=CC=CC=2)(C2C=CC=CC=2)C2C=CC=CC=2)([P](C2C=CC=CC=2)(C2C=CC=CC=2)C2C=CC=CC=2)[P](C2C=CC=CC=2)(C2C=CC=CC=2)C2C=CC=CC=2)(C2C=CC=CC=2)C2C=CC=CC=2)=CC=1.[Cu]I>[CH:1]1([O:6][C:7]2[CH:8]=[C:9]([C:15]3([C:22]#[C:23][C:25]4[CH:32]=[CH:31][CH:30]=[C:27]([C:28]#[N:29])[CH:26]=4)[CH2:20][CH2:19][CH2:18][C:17](=[O:21])[CH2:16]3)[CH:10]=[CH:11][C:12]=2[O:13][CH3:14])[CH2:2][CH2:3][CH2:4][CH2:5]1 |^1:62,64,83,102|. Reported procedure: To a solution of the compound from Example 3 (E1) (0.125 g, 0.4 mmol) and 3-iodobenzonitrile (Transworld, 0.09 g, 0.4 mmol) in triethylamine (3 mL) under an argon atmosphere was added trace tetrakis(triphenylphosphine)palladium(0), copper(I) iodide and triphenylphosphine. The mixture was heated at 80° C. or 0.2 h, was cooled to room temperature and was concentrated in vacuo. The residue was partitioned between ethyl acetate and water. The organic phase was washed with brine, was dried (MgSO4) an... The reactants are ClC1=CC=C(C=C1)CC(=O)Cl (4-chlorophenylacetyl chloride), C1(=CC=CC=C1)NCCC(=O)OCC (ethyl N-phenyl-3-aminopropionate). Product: ClC1=CC=C(C=C1)CC(=O)N(C1=CC=CC=C1)CCC(=O)OCC (ethyl 3-[2-(4-chlorophenyl)-N-phenylacetamido]propanoate). As a reaction SMILES: [Cl:1][C:2]1[CH:7]=[CH:6][C:5]([CH2:8][C:9](Cl)=[O:10])=[CH:4][CH:3]=1.[C:12]1([NH:18][CH2:19][CH2:20][C:21]([O:23][CH2:24][CH3:25])=[O:22])[CH:17]=[CH:16][CH:15]=[CH:14][CH:13]=1>>[Cl:1][C:2]1[CH:7]=[CH:6][C:5]([CH2:8][C:9]([N:18]([CH2:19][CH2:20][C:21]([O:23][CH2:24][CH3:25])=[O:22])[C:12]2[CH:17]=[CH:16][CH:15]=[CH:14][CH:13]=2)=[O:10])=[CH:4][CH:3]=1. Procedure: By a procedure similar to that of example 1.115.1, starting from 4-chlorophenylacetyl chloride and ethyl N-phenyl-3-aminopropionate, ethyl 3-[2-(4-chlorophenyl)-N-phenylacetamido]propanoate was obtained as light tan oil. Reactants: CS(=O)(=O)OC[C@H]1CC[C@H](CC1)C(=O)OCCCC (butyl cis-4-{[(methylsulfonyl)oxy]methyl}-cyclohexane carboxylate), [N-]=[N+]=[N-].[Na+] (sodium azide). Run in CN(C=O)C (dimethylformamide). Reaction conditions: temperature 80 celsius, time 8 hour. Product: N(=[N+]=[N-])C[C@H]1CC[C@H](CC1)C(=O)OCCCC (butyl cis-4-(azidomethyl)cyclohexanecarboxylate). Yield: 95.7%. RXN SMILES: CS(O[CH2:6][C@@H:7]1[CH2:12][CH2:11][C@H:10]([C:13]([O:15][CH2:16][CH2:17][CH2:18][CH3:19])=[O:14])[CH2:9][CH2:8]1)(=O)=O.[N-:20]=[N+:21]=[N-:22].[Na+]>CN(C)C=O>[N:20]([CH2:6][C@@H:7]1[CH2:12][CH2:11][C@H:10]([C:13]([O:15][CH2:16][CH2:17][CH2:18][CH3:19])=[O:14])[CH2:9][CH2:8]1)=[N+:21]=[N-:22] |f:1.2|. Reported procedure: To a solution of crude butyl cis-4-{[(methylsulfonyl)oxy]methyl}-cyclohexane carboxylate (35.3 g, 117 mmol) in dimethylformamide (146 ml) was added sodium azide (30.4 g, 468 mmol, 4 equiv.). The mixture was stirred under nitrogen at 80° C. for eight hours. Approximately one-half of the dimethylformamide was distilled off (80° C. oil bath, 3.5 mm). The residue was diluted with water (750 ml) and extracted with ether (3×250 ml). The combined extract was washed with water (2×100 ml) and brine (100 ...